describe an organic reaction: reactants, conditions, products, and yield From a dataset of the Open Reaction Database (ORD), a public repository of structured organic reaction records. Isolated yield 70.0%. Yields the product C(C)OC(C1=C(C=C(C(=C1)OC)OC)NC(CCC(=O)OCC)=O)=O (4,5-Dimethoxy-2-[(4-ethoxy-1,4-dioxobutyl)amino]benzoic acid ethyl ester). Run in ClCCl (dichloromethane), C1(=CC=CC=C1)C (toluene), C1(=CC=CC=C1)C (toluene). Reactants: O (water), C(C)C(C(=O)Cl)CC(=O)Cl (ethyl succinyl chloride), C(C)OC(C1=C(C=C(C(=C1)OC)OC)N)=O (2-amino-4,5-dimethoxybenzoic acid ethyl ester), N1=CC=CC=C1 (pyridine). Procedure details: A solution of ethyl succinyl chloride (1.284 g, 5.7 mmol) in toluene (15 ml) was added dropwise to a cooled solution of 2-amino-4,5-dimethoxybenzoic acid ethyl ester (1.240 g, 7.4 mmol) and pyridine (0.67 ml) in toluene (1 ml) with stirring under nitrogen. The resulting suspension was stirred for 4 hours at 20° C. and water (13 ml) and dichloromethane then added. The organic phase was washed with hydrochloric acid (10%) and aqueous sodium carbonate solution (5%), dried (sodium sulfate) and evapo... RXN SMILES: C([CH:3]([CH2:7][C:8](Cl)=[O:9])[C:4](Cl)=[O:5])C.[CH2:11]([O:13][C:14](=[O:26])[C:15]1[CH:20]=[C:19]([O:21][CH3:22])[C:18]([O:23][CH3:24])=[CH:17][C:16]=1[NH2:25])[CH3:12].N1[CH:32]=[CH:31]C=CC=1.[OH2:33]>C1(C)C=CC=CC=1.ClCCl>[CH2:11]([O:13][C:14](=[O:26])[C:15]1[CH:20]=[C:19]([O:21][CH3:22])[C:18]([O:23][CH3:24])=[CH:17][C:16]=1[NH:25][C:8](=[O:9])[CH2:7][CH2:3][C:4]([O:5][CH2:31][CH3:32])=[O:33])[CH3:12]. The reactants are C(C)(C)(C)OC(=O)N1[C@@H](CC(C1)=NOC)C(=O)O ((2S,4EZ)-1-(tert-butoxycarbonyl)-4-(methoxyimino)-2-pyrrolidinecarboxylic acid), O(C1=CC=CC=C1)C=1C=C(C(=O)O)C=CC1 (3-phenoxybenzoic acid), NCC(O)C1=CC=CC=C1 ((1RS)-2-amino-1-phenylethanol). The product is OC(CNC(=O)[C@H]1N(CC(C1)=NOC)C(C1=CC(=CC=C1)OC1=CC=CC=C1)=O)C1=CC=CC=C1 ((2S,4EZ)-N-[(2RS)-2-hydroxy-2-phenylethyl]-4-(methoxyimino)-1-(3-phenoxybenzoyl)-2-pyrrolidinecarboxamide). RXN SMILES: C(O[C:6]([N:8]1[CH2:12][C:11](=[N:13][O:14][CH3:15])[CH2:10][C@H:9]1[C:16]([OH:18])=O)=[O:7])(C)(C)C.[O:19]([C:26]1[CH:27]=[C:28]([CH:32]=[CH:33][CH:34]=1)C(O)=O)[C:20]1[CH:25]=[CH:24][CH:23]=[CH:22][CH:21]=1.[NH2:35][CH2:36][CH:37]([C:39]1[CH:44]=[CH:43][CH:42]=[CH:41][CH:40]=1)[OH:38]>>[OH:38][CH:37]([C:39]1[CH:44]=[CH:43][CH:42]=[CH:41][CH:40]=1)[CH2:36][NH:35][C:16]([C@@H:9]1[CH2:10][C:11](=[N:13][O:14][CH3:15])[CH2:12][N:8]1[C:6](=[O:7])[C:28]1[CH:32]=[CH:33][CH:34]=[C:26]([O:19][C:20]2[CH:21]=[CH:22][CH:23]=[CH:24][CH:25]=2)[CH:27]=1)=[O:18]. Reported procedure: Following the general method as outlined in Example 22, starting from (2S,4EZ)-1-(tert-butoxycarbonyl)-4-(methoxyimino)-2-pyrrolidinecarboxylic acid, 3-phenoxybenzoic acid, and (1RS)-2-amino-1-phenylethanol, the title compound was obtained in 94% purity by HPLC. MS(ESI+): m/z=474.